From a dataset of the Open Reaction Database (ORD), a public repository of structured organic reaction records. describe an organic reaction: reactants, conditions, products, and yield The reactants are O1CCCC=C1 (3,4-dihydro-2H-pyran), C1(=CC=C(C=C1)S(=O)(=O)O)C (p-toluenesulfonic acid), ClC1=C(C(=O)NCCCO)C=C(C=C1[N+](=O)[O-])[N+](=O)[O-] (2-chloro-N-(3-hydroxypropyl)-3,5-dinitrobenzamide). The solvent is C(Cl)Cl (CH2Cl2). Reaction conditions: time 2 hour. Yields the product ClC1=C(C(=O)NCC(C)OC2OCCCC2)C=C(C=C1[N+](=O)[O-])[N+](=O)[O-] (2-chloro-3,5-dinitro-N-[2-(tetrahydro-2H-pyran-2-yloxy)propyl]benzamide). The yield is 94.0%. RXN SMILES: [Cl:1][C:2]1[C:14]([N+:15]([O-:17])=[O:16])=[CH:13][C:12]([N+:18]([O-:20])=[O:19])=[CH:11][C:3]=1[C:4]([NH:6][CH2:7][CH2:8][CH2:9]O)=[O:5].[O:21]1[CH:26]=[CH:25][CH2:24][CH2:23][CH2:22]1.C1(C)C=CC(S(O)(=O)=[O:34])=CC=1>C(Cl)Cl>[Cl:1][C:2]1[C:14]([N+:15]([O-:17])=[O:16])=[CH:13][C:12]([N+:18]([O-:20])=[O:19])=[CH:11][C:3]=1[C:4]([NH:6][CH2:7][CH:8]([O:34][CH:26]1[CH2:25][CH2:24][CH2:23][CH2:22][O:21]1)[CH3:9])=[O:5]. Procedure details: A solution of 13 (1.22 g, 4.0 mmol) in 50 mL of CH2Cl2 was cooled in an ice-bath, and 3,4-dihydro-2H-pyran (1.0 mL) and p-toluenesulfonic acid (0.1 g) were added. The reaction mixture was stirred for 2 h, then concentrated under reduced pressure. Chromatography of the residue on silica gel, eluting with EtOAc/petroleum ether (from 1:2 to 2:1), gave 2-chloro-3,5-dinitro-N-[2-(tetrahydro-2H-pyran-2-yloxy)propyl]benzamide (21) (1.45 g, 94%): as a pale yellow oil; 1H NMR [(CD3)2SO] δ 8.99 (d, J=2.7 ... As a reaction SMILES: [NH2:1][C:2]1[C:10]([O:11][CH3:12])=[C:9]([Br:13])[C:8]([I:14])=[C:7]([CH3:15])[C:3]=1[C:4]([OH:6])=[O:5].[O:16]1CCC[CH2:17]1>>[Br:13][C:9]1[C:8]([I:14])=[C:7]([CH3:15])[C:3]2[C:4](=[O:6])[O:5][C:17](=[O:16])[NH:1][C:2]=2[C:10]=1[O:11][CH3:12]. Procedure details: According to the same method as in Reference Example 31, 2-amino-4-bromo-5-iodo-3-methoxy-6-methylbenzoic acid (I-4) (3.42 g, 8.86 mmol) and bis(trichloromethyl) carbamate (893 mg, 3.01 mmol) were dissolved in dewatered tetrahydrofuran (70 ml) under nitrogen atmosphere, followed by stirring at 40° C. for 1 hour. The reaction liquid was concentrated under reduced pressure to obtain the entitled compound (3.89 g, quant.) as a pale brown solid. Not further purified, this was used in the next reacti... Run at temperature 40 celsius, time 1 hour. Product: BrC=1C(=C(C2=C(NC(OC2=O)=O)C1OC)C)I (7-Bromo-6-iodo-8-methoxy-5-methyl-1H-benzo[d][1,3]oxazine-2,4-dione). The reactants are NC1=C(C(=O)O)C(=C(C(=C1OC)Br)I)C (2-amino-4-bromo-5-iodo-3-methoxy-6-methylbenzoic acid), bis(trichloromethyl) carbamate, O1CCCC1 (tetrahydrofuran). The product is N1(C=NC=C1)CC=1C=CC(=NC1)C1=CC=C(C=C1)N(C1=CC=CC=C1)C1=CC=CC=C1 ([4-(5-Imidazol-1-ylmethyl-pyridin-2-yl)-phenyl]-diphenyl-amine). Starting materials: C1(=CC=CC=C1)N(C1=CC=C(C=C1)B(O)O)C1=CC=CC=C1 (4-(diphenylamino)phenylboronic acid), N1(C=NC=C1)CC=1C=CC(=NC1)Br (5-Imidazol-1-ylmethyl-2-bromopyridine). As a reaction SMILES: [C:1]1([N:7]([C:17]2[CH:22]=[CH:21][CH:20]=[CH:19][CH:18]=2)[C:8]2[CH:13]=[CH:12][C:11](B(O)O)=[CH:10][CH:9]=2)[CH:6]=[CH:5][CH:4]=[CH:3][CH:2]=1.[N:23]1([CH2:28][C:29]2[CH:30]=[CH:31][C:32](Br)=[N:33][CH:34]=2)[CH:27]=[CH:26][N:25]=[CH:24]1>>[N:23]1([CH2:28][C:29]2[CH:30]=[CH:31][C:32]([C:11]3[CH:12]=[CH:13][C:8]([N:7]([C:1]4[CH:6]=[CH:5][CH:4]=[CH:3][CH:2]=4)[C:17]4[CH:22]=[CH:21][CH:20]=[CH:19][CH:18]=4)=[CH:9][CH:10]=3)=[N:33][CH:34]=2)[CH:27]=[CH:26][N:25]=[CH:24]1. Procedure details: Synthesized using 4-(diphenylamino)phenylboronic acid (364 mg, 1.26 mmol) and 1a (150 mg, 0.63 mmol) according to Method C. Yellow solid. Yield: 140 mg, 0.34 mmol, 55%. 1H NMR (500 MHz, CDCl3): δH (ppm): 5.16, (s, 2H), 6.93 (t, J=1.3 Hz, 1H), 7.06 (tt, J=7.3, 1.3 Hz, 2H), 7.12-7.15 (m, 7H), 7.25-7.29 (m, 4H), 7.45 (dd, J=8.2, 2.2 Hz, 1H), 7.58 (br, s, 1H), 7.65 (dd, J=8.2, 0.6 Hz, 1H), 7.83-7.86 (m, 2H), 8.54 (dd, J=2.5, 0.6 Hz, 1H); 13C NMR (CDCl3, 125 MHz): δC (ppm)=48.2, 119.0, 119.8, 122.8, ... The reactants are Cl, [H-], [Na+], CN(C)C=O, O=C(O)C1=Cc2oc(-c3ccccc3)cc2CN1, CC(=O)SSc1ccccc1. Product: O=C(O)C1=C(S)c2oc(-c3ccccc3)cc2CN1. RXN SMILES: [ClH:32].[H-:19].[Na+:20].[O:33]=[CH:34][N:35]([CH3:36])[CH3:37].[c:1]1(-[c:7]2[cH:8][c:9]3[c:14]([o:15]2)[CH:13]=[C:12]([C:16](=[O:17])[OH:18])[NH:11][CH2:10]3)[cH:2][cH:3][cH:4][cH:5][cH:6]1.[c:21]1([S:27][S:22][C:23](=[O:24])[CH3:25])[cH:26][cH:28][cH:29][cH:30][cH:31]1>>[c:1]1(-[c:7]2[cH:8][c:9]3[c:14]([o:15]2)[C:13]([SH:27])=[C:12]([C:16](=[O:17])[OH:18])[NH:11][CH2:10]3)[cH:2][cH:3][cH:4][cH:5][cH:6]1. Starting materials: COc1ccc(C(=O)CC(c2cccs2)C(C)(C)[N+](=O)[O-])cc1, CCO, O=CO, [Zn]. Yields the product COc1ccc(C2=NC(C)(C)C(c3cccs3)C2)cc1. As a reaction SMILES: [CH3:1][O:2][c:3]1[cH:4][cH:5][c:6]([C:9]([CH2:10][CH:11]([C:12]([CH3:13])([N+:14]([O-:16])=[O:23])[CH3:17])[c:18]2[s:19][cH:20][cH:21][cH:22]2)=[O:15])[cH:7][cH:8]1.[CH3:24][CH2:25][OH:26].[CH:28]([OH:29])=[O:30].[Zn:27]>>[CH3:1][O:2][c:3]1[cH:4][cH:5][c:6]([C:9]2=[N:14][C:12]([CH3:13])([CH3:17])[CH:11]([c:18]3[s:19][cH:20][cH:21][cH:22]3)[CH2:10]2)[cH:7][cH:8]1. Reactants: [N+](=O)([O-])C1=CC=C2C(N(C(NC2=C1)=O)CCCCN1CCC(=CC1)C1=CC=CC=C1)=O (7-nitro-3-[4-(4-phenyl-1,2,3,6-tetrahydropyridin-1-yl)butyl]-1,2,3,4-tetrahydroquinazoline-2,4-dione), [Cl-].[NH4+] (ammonium chloride). Reagents/catalysts: [Zn] (zinc). Run in O1CCCC1 (tetrahydrofuran), O (water). Reaction conditions: temperature 32 celsius, time 2 hour. Yields the product ONC1=CC=C2C(N(C(NC2=C1)=O)CCCCN1CCC(=CC1)C1=CC=CC=C1)=O (7-hydroxyamino-3-[4-(4-phenyl-1,2,3,6-tetrahydropyridin-1-yl)butyl]-1,2,3,4-tetrahydroquinazoline-2,4-dione). The yield is 29.6%. As a reaction SMILES: [N+:1]([C:4]1[CH:13]=[C:12]2[C:7]([C:8](=[O:31])[N:9]([CH2:15][CH2:16][CH2:17][CH2:18][N:19]3[CH2:24][CH:23]=[C:22]([C:25]4[CH:30]=[CH:29][CH:28]=[CH:27][CH:26]=4)[CH2:21][CH2:20]3)[C:10](=[O:14])[NH:11]2)=[CH:6][CH:5]=1)([O-])=[O:2].[Cl-].[NH4+]>O1CCCC1.O.[Zn]>[OH:2][NH:1][C:4]1[CH:13]=[C:12]2[C:7]([C:8](=[O:31])[N:9]([CH2:15][CH2:16][CH2:17][CH2:18][N:19]3[CH2:20][CH:21]=[C:22]([C:25]4[CH:26]=[CH:27][CH:28]=[CH:29][CH:30]=4)[CH2:23][CH2:24]3)[C:10](=[O:14])[NH:11]2)=[CH:6][CH:5]=1 |f:1.2|. Reported procedure: To a stirred solution of 7-nitro-3-[4-(4-phenyl-1,2,3,6-tetrahydropyridin-1-yl)butyl]-1,2,3,4-tetrahydroquinazoline-2,4-dione (2.1 g) in 50% aqueous tetrahydrofuran (210 ml) was added ammonium chloride (2.68 g) in water (27 ml). To this mixture was added zinc dust (1.65 g) by five portions over a period of 3 hours. The temperature was raised at 32° C. during the reaction. After additional stirring for 2 hours, the precipitated materials were filtered, washed with water and extracted with dimethy...